This data is from the Open Reaction Database (ORD), a public repository of structured organic reaction records. The task is: describe an organic reaction: reactants, conditions, products, and yield The reactants are CCOC(CCNC(=O)C(CCC(=O)OC(C)(C)C)NC(=O)OCc1ccccc1)OCC, Cl, C1CCOC1. The product is CC(C)(C)OC(=O)CCC(NC(=O)OCc1ccccc1)C(=O)NCCC=O. RXN SMILES: [CH2:1]([c:2]1[cH:3][cH:4][cH:5][cH:6][cH:7]1)[O:8][C:9](=[O:10])[NH:11][CH:12]([CH2:13][CH2:14][C:15](=[O:16])[O:17][C:18]([CH3:19])([CH3:20])[CH3:21])[C:22](=[O:23])[NH:24][CH2:25][CH2:26][CH:27]([O:28][CH2:32][CH3:33])[O:29][CH2:30][CH3:31].[ClH:34].[O:35]1[CH2:36][CH2:37][CH2:38][CH2:39]1>>[CH2:1]([c:2]1[cH:3][cH:4][cH:5][cH:6][cH:7]1)[O:8][C:9](=[O:10])[NH:11][CH:12]([CH2:13][CH2:14][C:15](=[O:16])[O:17][C:18]([CH3:19])([CH3:20])[CH3:21])[C:22](=[O:23])[NH:24][CH2:25][CH2:26][CH:27]=[O:28]. Reactants: ClCc1cc(Br)ccc1OCCN1CCCC1, [N-]=[N+]=[N-], [Na+], CN(C)C=O, O. Yields the product [N-]=[N+]=NCc1cc(Br)ccc1OCCN1CCCC1. Reaction SMILES: [Br:5][c:6]1[cH:7][c:8]([CH2:20][Cl:21])[c:9]([O:10][CH2:11][CH2:12][N:13]2[CH2:14][CH2:15][CH2:16][CH2:17]2)[cH:18][cH:19]1.[N-:2]=[N+:3]=[N-:4].[Na+:1].[O:23]=[CH:24][N:25]([CH3:26])[CH3:27].[OH2:22]>>[N:2](=[N+:3]=[N-:4])[CH2:20][c:8]1[cH:7][c:6]([Br:5])[cH:19][cH:18][c:9]1[O:10][CH2:11][CH2:12][N:13]1[CH2:14][CH2:15][CH2:16][CH2:17]1. The product is Cc1ccc(NC(=O)c2ccnc(N3CCOCC3)c2)cc1NC(=O)c1cccc(CN2CCCN(C)CC2)c1. RXN SMILES: [C:1](=[O:2])([O-:3])[O-:4].[CH3:40][N:41]1[CH2:42][CH2:43][NH:44][CH2:45][CH2:46][CH2:47]1.[Cl:7][CH2:8][c:9]1[cH:10][c:11]([C:12](=[O:13])[NH:14][c:15]2[cH:16][c:17]([NH:22][C:23](=[O:24])[c:25]3[cH:26][c:27]([N:31]4[CH2:32][CH2:33][O:34][CH2:35][CH2:36]4)[n:28][cH:29][cH:30]3)[cH:18][cH:19][c:20]2[CH3:21])[cH:37][cH:38][cH:39]1.[K+:5].[K+:6].[OH2:48]>>[CH2:8]([c:9]1[cH:10][c:11]([C:12](=[O:13])[NH:14][c:15]2[cH:16][c:17]([NH:22][C:23](=[O:24])[c:25]3[cH:26][c:27]([N:31]4[CH2:32][CH2:33][O:34][CH2:35][CH2:36]4)[n:28][cH:29][cH:30]3)[cH:18][cH:19][c:20]2[CH3:21])[cH:37][cH:38][cH:39]1)[N:44]1[CH2:43][CH2:42][N:41]([CH3:40])[CH2:47][CH2:46][CH2:45]1. Reactants: O=C([O-])[O-], CN1CCCNCC1, Cc1ccc(NC(=O)c2ccnc(N3CCOCC3)c2)cc1NC(=O)c1cccc(CCl)c1, [K+], [K+], O. Reactants: ClC1=NC(=C(C(=N1)NNC([C@@H](CN(C=O)OC1OCCCC1)CC1CCCC1)=O)F)N(CC1=CC=NC=C1)C ([(2R)-3-(2-{2-Chloro-5-fluoro-6-[methyl(4-pyridinylmethyl)amino]-4-pyrimidinyl}hydrazino)-2-(cyclopentylmethyl)-3-oxopropyl](tetrahydro-2H-pyran-2-yloxy)formamide). The solvent is C(C)(=O)O (acetic acid), O (water). Conditions: time 8 hour. Yields the product ClC1=NC(=C(C(=N1)NNC([C@@H](CN(C=O)O)CC1CCCC1)=O)F)N(CC1=CC=NC=C1)C ([(2R)-3-(2-{2-chloro-5-fluoro-6-[methyl(4-pyridinylmethyl)amino]-4-pyrimidinyl}hydrazino)-2-(cyclopentylmethyl)-3-oxopropyl]hydroxyformamide). Isolated yield 30.5%. RXN SMILES: [Cl:1][C:2]1[N:7]=[C:6]([NH:8][NH:9][C:10](=[O:29])[C@H:11]([CH2:23][CH:24]2[CH2:28][CH2:27][CH2:26][CH2:25]2)[CH2:12][N:13]([O:16]C2CCCCO2)[CH:14]=[O:15])[C:5]([F:30])=[C:4]([N:31]([CH3:39])[CH2:32][C:33]2[CH:38]=[CH:37][N:36]=[CH:35][CH:34]=2)[N:3]=1>C(O)(=O)C.O>[Cl:1][C:2]1[N:7]=[C:6]([NH:8][NH:9][C:10](=[O:29])[C@H:11]([CH2:23][CH:24]2[CH2:25][CH2:26][CH2:27][CH2:28]2)[CH2:12][N:13]([OH:16])[CH:14]=[O:15])[C:5]([F:30])=[C:4]([N:31]([CH3:39])[CH2:32][C:33]2[CH:34]=[CH:35][N:36]=[CH:37][CH:38]=2)[N:3]=1. Reported procedure: [(2R)-3-(2-{2-Chloro-5-fluoro-6-[methyl(4-pyridinylmethyl)amino]-4-pyrimidinyl}hydrazino)-2-(cyclopentylmethyl)-3-oxopropyl](tetrahydro-2H-pyran-2-yloxy)formamide (0.0958 g, 0.1701 mmol) was dissolved in acetic acid (8 mL) and water (2 mL). This reaction mixture was left to stir overnight. The volatiles were evaporated, and the resulting material was purified by RP-HPLC to provide [(2R)-3-(2-{2-chloro-5-fluoro-6-[methyl(4-pyridinylmethyl)amino]-4-pyrimidinyl}hydrazino)-2-(cyclopentylmethyl)-3-ox... The reactants are Cl[Si](C)(C)C (chlorotrimethylsilane), N1(N=NC2=C1C=CC=C2)CN(CCC(=O)OCC)CC2=CC=CC=C2 (ethyl N-(1H-benzotriazol-1-ylmethyl)-N-benzyl-β-alaninate), O (water), BrC(C(=O)OCC)(F)F (ethyl bromodifluoroacetate). The reagents and catalysts are [Zn] (zinc). Run in C1CCOC1 (THF), C1CCOC1 (THF). Conditions: time 10 minute. The product is C(C1=CC=CC=C1)N(CCC(=O)OCC)CC(C(=O)OCC)(F)F (ethyl N-benzyl-N-(3-ethoxy-2,2-difluoro-3-oxopropyl)-β-alaninate). Isolated yield 70.7%. As a reaction SMILES: Cl[Si](C)(C)C.Br[C:7]([F:14])([F:13])[C:8]([O:10][CH2:11][CH3:12])=[O:9].N1([CH2:24][N:25]([CH2:33][C:34]2[CH:39]=[CH:38][CH:37]=[CH:36][CH:35]=2)[CH2:26][CH2:27][C:28]([O:30][CH2:31][CH3:32])=[O:29])C2C=CC=CC=2N=N1.O>C1COCC1.[Zn]>[CH2:33]([N:25]([CH2:24][C:7]([F:14])([F:13])[C:8]([O:10][CH2:11][CH3:12])=[O:9])[CH2:26][CH2:27][C:28]([O:30][CH2:31][CH3:32])=[O:29])[C:34]1[CH:39]=[CH:38][CH:37]=[CH:36][CH:35]=1. Procedure details: To a solution of 1H-benzotriazole (2.38 g) in methanol (20 mL) were added ethyl N-benzyl-β-alaninate (4.14 g) and aqueous formaldehyde solution (37%, 2 mL) at room temperature. The reaction mixture was stirred overnight at room temperature, and concentrated under reduced pressure. The residue was purified by silica gel chromatography (ethyl acetate/petroleum ether) to give ethyl N-(1H-benzotriazol-1-ylmethyl)-N-benzyl-β-alaninate (5.60 g). To a mixture of zinc powder (1.74 g) in anhydrous THF (1... Starting materials: Br.BrC=1N=C(C(N(C1)C)=O)O (5-Bromo-3-hydroxy-1-methyl-1H-pyrazin-2-one hydrogen bromide salt), CC1=C(C=CC=C1B1OC(C(O1)(C)C)(C)C)NC(=O)C1=CC2=C(S1)CCCC2 (4,5,6,7-Tetrahydro-benzo[b]thiophene-2-carboxylic acid [2-methyl-3-(4,4,5,5-tetramethyl-[1,3,2]dioxaborolan-2-yl)-phenyl]-amide), C([O-])([O-])=O.[Na+].[Na+] (sodium carbonate). The reagents and catalysts are C=1C=CC(=CC1)[P](C=2C=CC=CC2)(C=3C=CC=CC3)[Pd]([P](C=4C=CC=CC4)(C=5C=CC=CC5)C=6C=CC=CC6)([P](C=7C=CC=CC7)(C=8C=CC=CC8)C=9C=CC=CC9)[P](C=1C=CC=CC1)(C=1C=CC=CC1)C=1C=CC=CC1 (tetrakis(triphenylphosphine)palladium). Solvent: O1CCOCC1 (1,4-dioxane). The product is CN1C(C(=NC(=C1)C1=C(C(=CC=C1)NC(=O)C1=CC2=C(S1)CCCC2)C)[O-])=O.[Na+] (Sodium 4-methyl-6-(2-methyl-3-(4,5,6,7-tetrahydrobenzo[b]thiophene-2-carboxamido)phenyl)-3-oxo-3,4-dihydropyrazin-2-olate). Yield: 53.3%. Reaction SMILES: C(=O)([O-])[O-].[Na+:5].[Na+].Br.Br[C:9]1[N:10]=[C:11]([OH:17])[C:12](=[O:16])[N:13]([CH3:15])[CH:14]=1.[CH3:18][C:19]1[C:24](B2OC(C)(C)C(C)(C)O2)=[CH:23][CH:22]=[CH:21][C:20]=1[NH:34][C:35]([C:37]1[S:41][C:40]2[CH2:42][CH2:43][CH2:44][CH2:45][C:39]=2[CH:38]=1)=[O:36]>C1C=CC([P]([Pd]([P](C2C=CC=CC=2)(C2C=CC=CC=2)C2C=CC=CC=2)([P](C2C=CC=CC=2)(C2C=CC=CC=2)C2C=CC=CC=2)[P](C2C=CC=CC=2)(C2C=CC=CC=2)C2C=CC=CC=2)(C2C=CC=CC=2)C2C=CC=CC=2)=CC=1.O1CCOCC1>[CH3:15][N:13]1[CH:14]=[C:9]([C:24]2[CH:23]=[CH:22][CH:21]=[C:20]([NH:34][C:35]([C:37]3[S:41][C:40]4[CH2:42][CH2:43][CH2:44][CH2:45][C:39]=4[CH:38]=3)=[O:36])[C:19]=2[CH3:18])[N:10]=[C:11]([O-:17])[C:12]1=[O:16].[Na+:5] |f:0.1.2,3.4,8.9,^1:49,51,70,89|. Reported procedure: A 250-mL three-neck round-bottomed flask equipped with a mechanical stirrer, reflux condenser and nitrogen inlet was charged with 1,4-dioxane (100 mL) and aqueous 2.0 M sodium carbonate (15 mL, 29.5 mmol). After bubbling nitrogen through the resulting solution for 15 minutes, 5 (8.44 g, 29.5 mmol), 9 (12.9 g, 32.5 mmol) and tetrakis(triphenylphosphine)palladium (2.38 g, 2.06 mmol) were added and the reaction mixture then heated at reflux for 20 h. After this time the reaction was cooled to room ... Reactants: C(C)OC(=O)C1=NN(C=C1)C1=NC=C(C=C1)F (ethyl-1-(5-fluoropyridin-2-yl)-1H-pyrazole-3-carboxylate), C(=O)([O-])C(O)C(O)C(=O)[O-].[Na+].[K+] (potassium sodium tartrate), Example 27, C1(=CC=CC=C1)C (toluene). Run in C1CCOC1 (THF), [H-].C(C(C)C)[Al+]CC(C)C (diisobutylaluminium hydride). Conditions: temperature -78 celsius, time 2 hour. Yields the product FC=1C=CC(=NC1)N1N=C(C=C1)CO ([1-(5-Fluoropyridin-2-yl)-1H-pyrazol-3-yl]methanol). As a reaction SMILES: C([O:3][C:4]([C:6]1[CH:10]=[CH:9][N:8]([C:11]2[CH:16]=[CH:15][C:14]([F:17])=[CH:13][N:12]=2)[N:7]=1)=O)C.C1(C)C=CC=CC=1.C(C(C(C([O-])=O)O)O)([O-])=O.[Na+].[K+]>C1COCC1.[H-].C([Al+]CC(C)C)C(C)C>[F:17][C:14]1[CH:15]=[CH:16][C:11]([N:8]2[CH:9]=[CH:10][C:6]([CH2:4][OH:3])=[N:7]2)=[N:12][CH:13]=1 |f:2.3.4,6.7|. Procedure details: To a solution of ethyl-1-(5-fluoropyridin-2-yl)-1H-pyrazole-3-carboxylate obtained in Reference Example 27 (10.0 g, 42.5 mmol) in THF (50 mL), diisobutylaluminium hydride (a 1.01 mol/L toluene solution, 105.2 mL, 106.3 mmol) was added under cooling at −78° C., and after dropwise addition the resulting mixture was heated to 0° C. and stirred for 2 hours. An aqueous solution of potassium sodium tartrate (Rochelle salt) was added to the reaction mixture under ice-cooling, followed by extraction wit... Reactants: C(N)(=S)C1=CC=C(C(=O)OC)C=C1 (methyl 4-thiocarbamoylbenzoate), CC1=CC=C(C(CBr)=O)C=C1 (4-methylphenacyl bromide). The product is CC1=CC=C(C=C1)C=1N=C(SC1)C1=CC=C(C(=O)OC)C=C1 (methyl 4-[4-(4-methylphenyl)-2-thiazolyl]benzoate). The yield is 61.0%. As a reaction SMILES: [C:1]([C:4]1[CH:13]=[CH:12][C:7]([C:8]([O:10][CH3:11])=[O:9])=[CH:6][CH:5]=1)(=[S:3])[NH2:2].[CH3:14][C:15]1[CH:24]=[CH:23][C:18]([C:19](=O)[CH2:20]Br)=[CH:17][CH:16]=1>>[CH3:14][C:15]1[CH:24]=[CH:23][C:18]([C:19]2[N:2]=[C:1]([C:4]3[CH:13]=[CH:12][C:7]([C:8]([O:10][CH3:11])=[O:9])=[CH:6][CH:5]=3)[S:3][CH:20]=2)=[CH:17][CH:16]=1. Reported procedure: In the same manner as in Example 28, methyl 4-thiocarbamoylbenzoate was reacted with 4-methylphenacyl bromide to obtain methyl 4-[4-(4-methylphenyl)-2-thiazolyl]benzoate. The product was recrystallized from ethanol. Yield: 61%. Pale yellow prisms. Melting point: 185 to 187° C.